Dataset: the Open Reaction Database (ORD), a public repository of structured organic reaction records. Task: describe an organic reaction: reactants, conditions, products, and yield The reactants are NC=1C=CC(=NC1)Cl (5-Amino-2-chloropyridine), C(C)OC=1C(C(C1OCC)=O)=O (3,4-diethoxy-3-cyclobutene-1,2-dione). Run in C(C)O (ethanol), C(C)O (ethanol). Run at temperature 80 celsius. Product: ClC1=CC=C(C=N1)NC1=C(C(C1=O)=O)OCC (4-(6-Chloro3-pyridinylamino)-3-ethoxy-cyclobut-3-ene-1,2-dione). Isolated yield 43.5%. RXN SMILES: [NH2:1][C:2]1[CH:3]=[CH:4][C:5]([Cl:8])=[N:6][CH:7]=1.[CH2:9]([O:11][C:12]1[C:13](=O)[C:14](=[O:19])[C:15]=1[O:16]CC)[CH3:10]>C(O)C>[Cl:8][C:5]1[N:6]=[CH:7][C:2]([NH:1][C:13]2[C:14](=[O:19])[C:15](=[O:16])[C:12]=2[O:11][CH2:9][CH3:10])=[CH:3][CH:4]=1. Procedure details: 5-Amino-2-chloropyridine (2.32 g, 18.0 mmol) in ethanol (50 mL) was added to a solution of 3,4-diethoxy-3-cyclobutene-1,2-dione 3.07 g, 18.0 mmol) in ethanol (200 mL) at 70° C. over a period of 6 hours. The mixture was then heated at 80° C. for an additional 18 hours, filtered, and the solvents removed in vacuo. The crude product was suspended in 10% EtOH/EtOAc (30 mL) and adsorbed onto silica gel (15 g). Purification by flash chromatography on silica gel (eluted with 5% EtOH/EtOAc) provided 1.9... Reactants: O=S(=O)(Cl)c1ccccc1Cl, ClCCl, CC(C)(C)OC(=O)N1CCN(c2cc(N)cc3ccoc23)CC1, c1ccncc1. Product: CC(C)(C)OC(=O)N1CCN(c2cc(NS(=O)(=O)c3ccccc3Cl)cc3ccoc23)CC1. As a reaction SMILES: [Cl:24][c:25]1[c:26]([S:31](=[O:32])(=[O:33])[Cl:34])[cH:27][cH:28][cH:29][cH:30]1.[Cl:41][CH2:42][Cl:43].[NH2:1][c:2]1[cH:3][c:4]([N:11]2[CH2:12][CH2:13][N:14]([C:17](=[O:18])[O:19][C:20]([CH3:21])([CH3:22])[CH3:23])[CH2:15][CH2:16]2)[c:5]2[c:6]([cH:7][cH:8][o:9]2)[cH:10]1.[cH:35]1[cH:36][cH:37][n:38][cH:39][cH:40]1>>[NH:1]([c:2]1[cH:3][c:4]([N:11]2[CH2:12][CH2:13][N:14]([C:17](=[O:18])[O:19][C:20]([CH3:21])([CH3:22])[CH3:23])[CH2:15][CH2:16]2)[c:5]2[c:6]([cH:7][cH:8][o:9]2)[cH:10]1)[S:31]([c:26]1[c:25]([Cl:24])[cH:30][cH:29][cH:28][cH:27]1)(=[O:32])=[O:33]. The reactants are COC(=O)C=1N(C(C2=CC=C(C=C2C1C1=CC=CC=C1)Br)=O)CC1=CC=CC=C1 (2-benzyl-6-bromo-1-oxo-4-phenyl-1,2-dihydroisoquinoline-3-carboxylic acid methyl ester), CB(O)O (methylboronic acid), C([O-])([O-])=O.[K+].[K+] (potassium carbonate), C1(=CC=CC=C1)C (toluene). The reagents and catalysts are C=1C=CC(=CC1)[P](C=2C=CC=CC2)(C=3C=CC=CC3)[Pd]([P](C=4C=CC=CC4)(C=5C=CC=CC5)C=6C=CC=CC6)([P](C=7C=CC=CC7)(C=8C=CC=CC8)C=9C=CC=CC9)[P](C=1C=CC=CC1)(C=1C=CC=CC1)C=1C=CC=CC1 (tetrakis(triphenylphosphine)palladium(0)). Run in C1CCOC1 (THF), O (Water). Reaction conditions: temperature 100 celsius, time 12 hour. Product: COC(=O)C=1N(C(C2=CC=C(C=C2C1C1=CC=CC=C1)C)=O)CC1=CC=CC=C1 (2-benzyl-6-methyl-1-oxo-4-phenyl-1,2-dihydroisoquinoline-3-carboxylic acid methyl ester). Isolated yield 81.8%. RXN SMILES: [CH3:1][O:2][C:3]([C:5]1[N:6]([CH2:23][C:24]2[CH:29]=[CH:28][CH:27]=[CH:26][CH:25]=2)[C:7](=[O:22])[C:8]2[C:13]([C:14]=1[C:15]1[CH:20]=[CH:19][CH:18]=[CH:17][CH:16]=1)=[CH:12][C:11](Br)=[CH:10][CH:9]=2)=[O:4].[CH3:30]B(O)O.C(=O)([O-])[O-].[K+].[K+].C1(C)C=CC=CC=1>C1C=CC([P]([Pd]([P](C2C=CC=CC=2)(C2C=CC=CC=2)C2C=CC=CC=2)([P](C2C=CC=CC=2)(C2C=CC=CC=2)C2C=CC=CC=2)[P](C2C=CC=CC=2)(C2C=CC=CC=2)C2C=CC=CC=2)(C2C=CC=CC=2)C2C=CC=CC=2)=CC=1.O.C1COCC1>[CH3:1][O:2][C:3]([C:5]1[N:6]([CH2:23][C:24]2[CH:29]=[CH:28][CH:27]=[CH:26][CH:25]=2)[C:7](=[O:22])[C:8]2[C:13]([C:14]=1[C:15]1[CH:20]=[CH:19][CH:18]=[CH:17][CH:16]=1)=[CH:12][C:11]([CH3:30])=[CH:10][CH:9]=2)=[O:4] |f:2.3.4,^1:50,52,71,90|. Procedure: A mixture of 2-benzyl-6-bromo-1-oxo-4-phenyl-1,2-dihydroisoquinoline-3-carboxylic acid methyl ester (300 mg), methylboronic acid (200 mg), tetrakis(triphenylphosphine)palladium(0) (80 mg), potassium carbonate (280 mg), toluene (6 ml) and THF (3 ml) was stirred at 100° C. under a nitrogen atmosphere for 12 hrs. Water was added to the reaction mixture, and the mixture was extracted with ethyl acetate. The organic layer was washed with water and saturated brine. The solvent was dried over anhydrous... Starting materials: ClC1=C(C=CC(=C1)Cl)C=1C=CC2=C(C1)C1CN(CCC1O2)C(=O)OC(C)(C)C (tert-Butyl 8-(2,4-dichlorophenyl)-3,4,4a,9b-tetrahydro[1]benzofuro[3,2-c]pyridine-2(1H)-carboxylate), ice, O (water), BrN1C(CCC1=O)=O (N-Bromosuccinimide). Yield: 82.0%. Reported procedure: tert-Butyl 8-(2,4-dichlorophenyl)-3,4,4a,9b-tetrahydro[1]benzofuro[3,2-c]pyridine-2(1H)-carboxylate (5.360 g, 12.750 mmol) was dissolved in 160 mL CH3COOH. N-Bromosuccinimide (4.539 g, 25.500 mmol) was added. The reaction mixture was stirred under N2 at rt for 27 h. The reaction mixture was poured into a mixture of 300 g ice and 100 mL water. The aqueous mixture was extracted with EtOAc (3×). The combined organic layers were washed with 5M NaOH (2×250 mL), 25% KOH (2×200 mL) and brine, dried ove... Run in CC(=O)O (CH3COOH). The product is BrC1=CC(=CC2=C1OC1C2CN(CC1)C(=O)OC(C)(C)C)C1=C(C=C(C=C1)Cl)Cl (tert-butyl 6-bromo-8-(2,4-dichlorophenyl)-3,4,4a,9b-tetrahydro[1]benzofuro[3,2-c]pyridine-2(1H)-carboxylate). As a reaction SMILES: [Cl:1][C:2]1[CH:7]=[C:6]([Cl:8])[CH:5]=[CH:4][C:3]=1[C:9]1[CH:10]=[CH:11][C:12]2[O:21][CH:20]3[CH:15]([CH2:16][N:17]([C:22]([O:24][C:25]([CH3:28])([CH3:27])[CH3:26])=[O:23])[CH2:18][CH2:19]3)[C:13]=2[CH:14]=1.[Br:29]N1C(=O)CCC1=O.O>CC(O)=O>[Br:29][C:11]1[C:12]2[O:21][CH:20]3[CH2:19][CH2:18][N:17]([C:22]([O:24][C:25]([CH3:28])([CH3:27])[CH3:26])=[O:23])[CH2:16][CH:15]3[C:13]=2[CH:14]=[C:9]([C:3]2[CH:4]=[CH:5][C:6]([Cl:8])=[CH:7][C:2]=2[Cl:1])[CH:10]=1. Run at time 27 hour. Reactants: C(C1=CC=CC=C1)N1CCC(CC1)=C(C)O ((1-benzylpiperidin-4-ylidene)ethanol), atmosphere, mercurous trifluoroacetate, C(C)OC=C (vinyl ethyl ether), aqueous solution, [OH-].[Na+] (sodium hydroxide). Run at time 18 hour. Product: C(=C)OCC=C1CCN(CC1)CC1=CC=CC=C1 (1-Benzylpiperidin-4-ylideneethyl vinyl ether). RXN SMILES: [CH2:1]([N:8]1[CH2:13][CH2:12][C:11](=[C:14](O)[CH3:15])[CH2:10][CH2:9]1)[C:2]1[CH:7]=[CH:6][CH:5]=[CH:4][CH:3]=1.[OH-].[Na+].[CH2:19]([O:21]C=C)[CH3:20]>>[CH:19]([O:21][CH2:15][CH:14]=[C:11]1[CH2:12][CH2:13][N:8]([CH2:1][C:2]2[CH:7]=[CH:6][CH:5]=[CH:4][CH:3]=2)[CH2:9][CH2:10]1)=[CH2:20] |f:1.2|. Procedure: To a solution of 1.08 g of (1-benzylpiperidin-4-ylidene)ethanol in vinyl ethyl ether (30 ml) was added in a nitrogen atmosphere 0.107 g of mercurous trifluoroacetate. After stirring at room temperature for 18 hours, 10 ml of a 10% aqueous solution of sodium hydroxide was added thereto and the resulting mixture was extracted with n-hexane (50 ml). The organic layer was washed with an aqueous solution of sodium chloride (3×10 ml), dried over anhydrous magnesium sulfate and concentrated under reduc... Starting materials: Dimethyl 1-diazo-2-oxopropyl phosphonate, C(=O)([O-])[O-].[K+].[K+] (K2CO3), O[C@H]1N([C@H](CC1)CC=1C=NC(=CC1)C(F)(F)F)C(=O)OC(C)(C)C ((2R,5R)-tert-butyl 2-hydroxy-5-((6-(trifluoromethyl)pyridin-3-yl)methyl)pyrrolidine-1-carboxylate), O[C@@H]1N([C@H](CC1)CC=1C=NC(=CC1)C(F)(F)F)C(=O)OC(C)(C)C ((2S,5R)-tert-butyl 2-hydroxy-5-((6-(trifluoromethyl)pyridin-3-yl)methyl)pyrrolidine-1-carboxylate). Run in CO (MeOH), O (H2O). Conditions: time 4 hour. Product: FC(C1=CC=C(C=N1)C[C@@H](CCC#C)NC(OC(C)(C)C)=O)(F)F ((R)-tert-Butyl 1-(6-(trifluoromethyl)pyridin-3-yl)hex-5-yn-2-ylcarbamate). Reaction SMILES: [C:1]([O-])([O-])=O.[K+].[K+].O[C@@H:8]1[CH2:12][CH2:11][C@H:10]([CH2:13][C:14]2[CH:15]=[N:16][C:17]([C:20]([F:23])([F:22])[F:21])=[CH:18][CH:19]=2)[N:9]1[C:24]([O:26][C:27]([CH3:30])([CH3:29])[CH3:28])=[O:25].O[C@H]1CC[C@H](CC2C=NC(C(F)(F)F)=CC=2)N1C(OC(C)(C)C)=O>CO.O>[F:22][C:20]([F:23])([F:21])[C:17]1[N:16]=[CH:15][C:14]([CH2:13][C@H:10]([NH:9][C:24](=[O:25])[O:26][C:27]([CH3:30])([CH3:29])[CH3:28])[CH2:11][CH2:12][C:8]#[CH:1])=[CH:19][CH:18]=1 |f:0.1.2|. Reported procedure: Dimethyl 1-diazo-2-oxopropyl phosphonate (505 mg, 2627 μmol) (commercially available from TCI America Organic Chemicals Product List (Order Number D3546)), followed by K2CO3 (545 mg, 3941 μmol) was added to a diastereomeric mixture of (2R,5R)-tert-butyl 2-hydroxy-5-((6-(trifluoromethyl)pyridin-3-yl)methyl)pyrrolidine-1-carboxylate and (2S,5R)-tert-butyl 2-hydroxy-5-((6-(trifluoromethyl)pyridin-3-yl)methyl)pyrrolidine-1-carboxylate (455 mg, 1314 μmol) in MeOH (1.3 mL) at room temperature. The mix...